The task is: describe an organic reaction: reactants, conditions, products, and yield. This data is from the Open Reaction Database (ORD), a public repository of structured organic reaction records. The reactants are CN(C)C=O, CCOC(C)=O, O=C=Nc1ccc(C(F)(F)F)cc1, N#Cc1c(Oc2cccc(N)c2)ccc2nc(NC(=O)C3CC3)sc12. Yields the product N#Cc1c(Oc2cccc(NC(=O)Nc3ccc(C(F)(F)F)cc3)c2)ccc2nc(NC(=O)C3CC3)sc12. RXN SMILES: [CH3:39][N:40]([CH3:41])[CH:42]=[O:43].[CH3:44][CH2:45][O:46][C:47](=[O:48])[CH3:49].[N:26](=[C:27]=[O:28])[c:29]1[cH:30][cH:31][c:32]([C:35]([F:36])([F:37])[F:38])[cH:33][cH:34]1.[NH2:1][c:2]1[cH:3][c:4]([O:5][c:6]2[c:7]([C:21]#[N:22])[c:8]3[c:9]([n:10][c:11]([NH:13][C:14](=[O:15])[CH:16]4[CH2:17][CH2:18]4)[s:12]3)[cH:19][cH:20]2)[cH:23][cH:24][cH:25]1>>[NH:1]([c:2]1[cH:3][c:4]([O:5][c:6]2[c:7]([C:21]#[N:22])[c:8]3[c:9]([n:10][c:11]([NH:13][C:14](=[O:15])[CH:16]4[CH2:17][CH2:18]4)[s:12]3)[cH:19][cH:20]2)[cH:23][cH:24][cH:25]1)[C:27]([NH:26][c:29]1[cH:30][cH:31][c:32]([C:35]([F:36])([F:37])[F:38])[cH:33][cH:34]1)=[O:28].